Dataset: the Open Reaction Database (ORD), a public repository of structured organic reaction records. Task: describe an organic reaction: reactants, conditions, products, and yield Starting materials: CC(Oc1ccc(C(F)(F)F)cc1B(O)O)C(=O)O, O=C(O)COc1ccc(Cl)cc1-c1ccc(C(=O)N2CCCC2)c(F)c1. Yields the product CC(Oc1ccc(C(F)(F)F)cc1-c1ccc(C(=O)N2CCCC2)c(F)c1)C(=O)O. RXN SMILES: [B:27]([OH:28])([OH:29])[c:30]1[c:31]([O:32][CH:33]([C:34](=[O:35])[OH:36])[CH3:37])[cH:38][cH:39][c:40]([C:42]([F:43])([F:44])[F:45])[cH:41]1.[Cl:1][c:2]1[cH:3][cH:4][c:5]([O:6][CH2:7][C:22]([OH:23])=[O:24])[c:25](-[c:8]2[cH:9][c:10]([F:21])[c:11]([C:14](=[O:15])[N:16]3[CH2:17][CH2:18][CH2:19][CH2:20]3)[cH:12][cH:13]2)[cH:26]1>>[c:8]1(-[c:30]2[c:31]([O:32][CH:33]([C:34](=[O:35])[OH:36])[CH3:37])[cH:38][cH:39][c:40]([C:42]([F:43])([F:44])[F:45])[cH:41]2)[cH:9][c:10]([F:21])[c:11]([C:14](=[O:15])[N:16]2[CH2:17][CH2:18][CH2:19][CH2:20]2)[cH:12][cH:13]1. Starting materials: [Al+3], CCOCC, [H-], [H-], [H-], [H-], [Li+], CC(C)CCCC(C)C1CCC2C3CC=C4CC(N=[N+]=[N-])CCC4(C)C3CCC12C. Yields the product CC(C)CCCC(C)C1CCC2C3CC=C4CC(N)CCC4(C)C3CCC12C. RXN SMILES: [Al+3:32].[CH3:37][CH2:38][O:39][CH2:40][CH3:41].[H-:31].[H-:34].[H-:35].[H-:36].[Li+:33].[N:1](=[N+:2]=[N-:3])[CH:4]1[CH2:5][C:6]2=[CH:7][CH2:8][CH:9]3[CH:10]4[CH2:11][CH2:12][CH:13]([CH:14]([CH2:15][CH2:16][CH2:17][CH:18]([CH3:19])[CH3:20])[CH3:21])[C:22]4([CH3:30])[CH2:23][CH2:24][CH:25]3[C:26]2([CH3:29])[CH2:27][CH2:28]1>>[NH2:1][CH:4]1[CH2:5][C:6]2=[CH:7][CH2:8][CH:9]3[CH:10]4[CH2:11][CH2:12][CH:13]([CH:14]([CH2:15][CH2:16][CH2:17][CH:18]([CH3:19])[CH3:20])[CH3:21])[C:22]4([CH3:30])[CH2:23][CH2:24][CH:25]3[C:26]2([CH3:29])[CH2:27][CH2:28]1. Reactants: BrC(Br)(Br)Br, CCOC(=O)N1CCCC(O)CC1, ClCCl, c1ccc(P(c2ccccc2)c2ccccc2)cc1. Yields the product CCOC(=O)N1CCCC(Br)CC1. As a reaction SMILES: [C:33]([Br:34])([Br:35])([Br:36])[Br:37].[CH2:20]([CH3:21])[O:22][C:23](=[O:24])[N:25]1[CH2:26][CH2:27][CH:28]([OH:32])[CH2:29][CH2:30][CH2:31]1.[CH2:38]([Cl:39])[Cl:40].[c:1]1([P:2]([c:3]2[cH:4][cH:5][cH:6][cH:7][cH:8]2)[c:9]2[cH:10][cH:11][cH:12][cH:13][cH:14]2)[cH:15][cH:16][cH:17][cH:18][cH:19]1>>[CH2:20]([CH3:21])[O:22][C:23](=[O:24])[N:25]1[CH2:26][CH2:27][CH:28]([Br:34])[CH2:29][CH2:30][CH2:31]1. Reactants: C(#N)C=1C=C(C=CC1)C1=CCC(CC1)=O (4-(3-cyanophenyl)-3-cyclohexene-1-one), C(CO)O (ethylene glycol). The reagents and catalysts are O.C1(=CC=C(C=C1)S(=O)(=O)O)C (p-toluenesulfonic acid monohydrate). Run in C1(=CC=CC=C1)C (toluene). Yields the product C1COC2(CC=C(CC2)C2=CC(=CC=C2)C#N)O1 (4-(3-cyanophenyl)-3-cyclohexene-1-one ethylene ketal). Yield: 87.5%. Reaction SMILES: [C:1]([C:3]1[CH:4]=[C:5]([C:9]2[CH2:14][CH2:13][C:12](=[O:15])[CH2:11][CH:10]=2)[CH:6]=[CH:7][CH:8]=1)#[N:2].[CH2:16](O)[CH2:17][OH:18]>C1(C)C=CC=CC=1.O.C1(C)C=CC(S(O)(=O)=O)=CC=1>[CH2:17]1[O:18][C:12]2([CH2:13][CH2:14][C:9]([C:5]3[CH:6]=[CH:7][CH:8]=[C:3]([C:1]#[N:2])[CH:4]=3)=[CH:10][CH2:11]2)[O:15][CH2:16]1 |f:3.4|. Reported procedure: 4-(3-cyanophenyl)-3-cyclohexene-1-one (from step 1 of method 2, 1.8 g, 9.0 mmole), ethylene glycol (2.8 g, 45 mmole) and p-toluenesulfonic acid monohydrate (0.1 g, 0.5 mmole) were dissolved in 50 ml toluene. The reaction was refluxed for 2 hours. The organic layer was washed with water (2×50 mL) and dried over sodium sulfate. The residue from the organic layer was purified by column chromatography using ethyl acetate/hexane (15/85) as the eluent to afford 4-(3-cyanophenyl)-3-cyclohexene-1-one et... The reactants are C=C(C(=O)O)C(CC(=O)O)C(=O)O, O, O=S(=O)(O)O, Sc1nc2ccccc2s1. Product: O=C(O)CC(C(=O)O)C(CSc1nc2ccccc2s1)C(=O)O. As a reaction SMILES: [CH2:11]([CH:12]([C:13](=[CH2:14])[C:15](=[O:16])[OH:17])[C:18](=[O:19])[OH:20])[C:21](=[O:22])[OH:23].[OH2:29].[S:24](=[O:25])(=[O:26])([OH:27])[OH:28].[SH:1][c:2]1[s:3][c:4]2[c:5]([n:6]1)[cH:7][cH:8][cH:9][cH:10]2>>[S:1]([c:2]1[s:3][c:4]2[c:5]([n:6]1)[cH:7][cH:8][cH:9][cH:10]2)[CH2:14][CH:13]([CH:12]([CH2:11][C:21](=[O:22])[OH:23])[C:18](=[O:19])[OH:20])[C:15](=[O:16])[OH:17]. The reactants are COC(Cl)Cl (dichloromethyl methyl ether), Cl (hydrochloric acid), CC1=CC2=C(O1)C(=CC=C2)[N+](=O)[O-] (2-methyl-7-nitrobenzo[b]furan), [Cl-].[Al+3].[Cl-].[Cl-] (aluminum chloride). Solvent: ClCCl (dichloromethane), ClCCl (dichloromethane). Run at time 30 minute. Product: C(=O)C=1C2=C(OC1C)C(=CC=C2)[N+](=O)[O-] (3-formyl-2-methyl-7-nitrobenzo[b]furan). RXN SMILES: [CH3:1][C:2]1[O:6][C:5]2[C:7]([N+:11]([O-:13])=[O:12])=[CH:8][CH:9]=[CH:10][C:4]=2[CH:3]=1.[Cl-].[Al+3].[Cl-].[Cl-].[CH3:18][O:19]C(Cl)Cl.Cl>ClCCl>[CH:18]([C:3]1[C:4]2[CH:10]=[CH:9][CH:8]=[C:7]([N+:11]([O-:13])=[O:12])[C:5]=2[O:6][C:2]=1[CH3:1])=[O:19] |f:1.2.3.4|. Reported procedure: To a mixture of 2-methyl-7-nitrobenzo[b]furan (1.77 g) and aluminum chloride (2.66 g) in dichloromethane (40 ml) was added dropwise a solution of dichloromethyl methyl ether (3.6 ml) in dichloromethane (10 ml). The mixture was stirred at ambient temperature for 30 minutes and the reaction mixture was poured into a mixture of ice and 1N-hydrochloric acid. The separated oil was extracted with dichloromethane and the extract was washed with brine, aqueous saturated sodium bicarbonate and brine. The... Reactants: N#Cc1ccc(F)cc1Br, CS(C)=O, [Cl-], CC1(C)CC(=O)c2c(C(F)F)n[nH]c2C1, [H-], [NH4+], [Na+], O. The product is CC1(C)CC(=O)c2c(C(F)F)nn(-c3ccc(C#N)c(Br)c3)c2C1. Reaction SMILES: [Br:18][c:19]1[c:20]([C:21]#[N:22])[cH:23][cH:24][c:25]([F:27])[cH:26]1.[CH3:28][S:29]([CH3:30])=[O:31].[Cl-:32].[F:3][CH:4]([c:5]1[n:6][nH:7][c:8]2[c:13]1[C:12](=[O:14])[CH2:11][C:10]([CH3:15])([CH3:16])[CH2:9]2)[F:17].[H-:2].[NH4+:33].[Na+:1].[OH2:34]>>[F:3][CH:4]([c:5]1[n:6][n:7](-[c:25]2[cH:24][cH:23][c:20]([C:21]#[N:22])[c:19]([Br:18])[cH:26]2)[c:8]2[c:13]1[C:12](=[O:14])[CH2:11][C:10]([CH3:15])([CH3:16])[CH2:9]2)[F:17]. The reactants are C(C)(=O)O (acetic acid), [Si](C)(C)(C(C)(C)C)OC[C@@H]1N([C@H](C2=CC=CC(=C2C1)CCC(C)(C)O)C)C(CC1=C(C=CC=C1OC)Cl)=O (1-[(1S,3R)-3-[[tert-butyl(dimethyl)silyl]oxymethyl]-5-(3-hydroxy-3-methyl-butyl)-1-methyl-3,4-dihydro-1H-isoquinolin-2-yl]-2-(2-chloro-6-methoxy-phenyl)ethanone), O (water). The solvent is hexanes, C1CCOC1 (THF). Conditions: temperature 50 celsius, time 1.5 hour. The product is ClC1=C(C(=CC=C1)OC)CC(=O)N1[C@H](C2=CC=CC(=C2C[C@@H]1CO)CCC(C)(C)O)C (2-(2-chloro-6-methoxy-phenyl)-1-[(1S,3R)-3-(hydroxymethyl)-5-(3-hydroxy-3-methyl-butyl)-1-methyl-3,4-dihydro-1H-isoquinolin-2-yl]ethanone). The yield is 73.1%. As a reaction SMILES: [Si]([O:8][CH2:9][C@H:10]1[CH2:19][C:18]2[C:13](=[CH:14][CH:15]=[CH:16][C:17]=2[CH2:20][CH2:21][C:22]([OH:25])([CH3:24])[CH3:23])[C@H:12]([CH3:26])[N:11]1[C:27](=[O:38])[CH2:28][C:29]1[C:34]([O:35][CH3:36])=[CH:33][CH:32]=[CH:31][C:30]=1[Cl:37])(C(C)(C)C)(C)C.C(O)(=O)C.O>C1COCC1>[Cl:37][C:30]1[CH:31]=[CH:32][CH:33]=[C:34]([O:35][CH3:36])[C:29]=1[CH2:28][C:27]([N:11]1[C@@H:10]([CH2:9][OH:8])[CH2:19][C:18]2[C:13](=[CH:14][CH:15]=[CH:16][C:17]=2[CH2:20][CH2:21][C:22]([OH:25])([CH3:23])[CH3:24])[C@@H:12]1[CH3:26])=[O:38]. Reported procedure: Dissolve 1-[(1S,3R)-3-[[tert-butyl(dimethyl)silyl]oxymethyl]-5-(3-hydroxy-3-methyl-butyl)-1-methyl-3,4-dihydro-1H-isoquinolin-2-yl]-2-(2-chloro-6-methoxy-phenyl)ethanone (0.58 g, 1.04 mmol) in THF (5.3 mL). Add acetic acid (16 mL, 279 mmol) and water (5.3 mL). Stir at 50° C. for 1.5 hours. Concentrate under reduced pressure. Dissolve the residue in ethyl acetate and wash with saturated sodium bicarbonate solution, water, and brine. Dry over sodium sulfate, filter, and concentrate under reduced p... The reactants are BrC1=C(C=CC=C1)SC(C(=O)O)CC1=CC=C(C=C1)OC (2-(2-bromophenyl)thio-3-(4-methoxyphenyl)propanoic acid), C(C)OC([C@@H](N)CC(C)C)=O (L-leucine ethyl ester), Cl (HCl), C=1C=CC2=C(C1)N=NN2O (HOBt), CCN=C=NCCCN(C)C.Cl (EDC.HCl). Run in CN(C)C=O (DMF). Run at time 8 hour. The product is BrC1=C(C=CC=C1)SC(C(=O)N[C@H](C(=O)OCC)CC(C)C)CC1=CC=C(C=C1)OC (Ethyl (2S)-2-[2′-(2-bromophenyl)thio-3′-(4-methoxyphenyl)propanoyl]amino-4-methylpentanoate). RXN SMILES: [Br:1][C:2]1[CH:7]=[CH:6][CH:5]=[CH:4][C:3]=1[S:8][CH:9]([CH2:13][C:14]1[CH:19]=[CH:18][C:17]([O:20][CH3:21])=[CH:16][CH:15]=1)[C:10]([OH:12])=O.[CH2:22]([O:24][C:25](=[O:32])[C@H:26]([CH2:28][CH:29]([CH3:31])[CH3:30])[NH2:27])[CH3:23].Cl.C1C=CC2N(O)N=NC=2C=1.CCN=C=NCCCN(C)C.Cl>CN(C=O)C>[Br:1][C:2]1[CH:7]=[CH:6][CH:5]=[CH:4][C:3]=1[S:8][CH:9]([CH2:13][C:14]1[CH:19]=[CH:18][C:17]([O:20][CH3:21])=[CH:16][CH:15]=1)[C:10]([NH:27][C@@H:26]([CH2:28][CH:29]([CH3:30])[CH3:31])[C:25]([O:24][CH2:22][CH3:23])=[O:32])=[O:12] |f:4.5|. Reported procedure: To a solution of 2-(2-bromophenyl)thio-3-(4-methoxyphenyl)propanoic acid (1.102 g) and L-leucine ethyl ester.HCl (704 mg) in DMF (10 mL), HOBt (551 mg) and EDC.HCl (690 mg) were added. The reaction mixture was stirred at r.t. overnight. The solvent was removed under reduced pressure. The residue was dissolved in EtOAc and washed with 1N HCl, 5% Na2CO3 aq. and brine. The organic layer was dried over Na2SO4 and concentrated to give the pure product as a pale yellow oil (1.561 g, quant.). Starting materials: CC#CCOc1ccc(S(=O)(=O)NC(CCSCCO)C(=O)O)cc1, C[Si](C)(C)C=[N+]=[N-], CO. Yields the product CC#CCOc1ccc(S(=O)(=O)NC(CCSCCO)C(=O)OC)cc1. RXN SMILES: [CH2:1]([C:2]#[C:3][CH3:4])[O:5][c:6]1[cH:7][cH:8][c:9]([S:12](=[O:13])(=[O:14])[NH:15][CH:16]([C:17](=[O:18])[OH:19])[CH2:20][CH2:21][S:22][CH2:23][CH2:24][OH:25])[cH:10][cH:11]1.[CH3:26][Si:27]([CH:28]=[N+:29]=[N-:30])([CH3:31])[CH3:32].[CH3:33][OH:34]>>[CH2:1]([C:2]#[C:3][CH3:4])[O:5][c:6]1[cH:7][cH:8][c:9]([S:12](=[O:13])(=[O:14])[NH:15][CH:16]([C:17](=[O:18])[O:19][CH3:26])[CH2:20][CH2:21][S:22][CH2:23][CH2:24][OH:25])[cH:10][cH:11]1.